This data is from the Open Reaction Database (ORD), a public repository of structured organic reaction records. The task is: describe an organic reaction: reactants, conditions, products, and yield Starting materials: ClC1=C(C(=O)N[C@@H](CNC(C2=CC(=CC(=C2)O)O)=O)C(=O)OC)C(=CC(=C1)C(=O)NCC1=CC(=CC=C1)O)C (N-[2-chloro-4-[[[(3-hydroxyphenyl)methyl]amino]carbonyl]-6-methylbenzoyl]-3-(3,5-dihydroxybenzoylamino)-L-alanine, methyl ester), O.[OH-].[Li+] (lithium hydroxide monohydrate). Run in O1CCCC1.CO (tetrahydrofuran methanol), O (water). Reaction conditions: time 8 hour. Yields the product ClC1=C(C(=O)N[C@@H](CNC(C2=CC(=CC(=C2)O)O)=O)C(=O)O)C(=CC(=C1)C(=O)NCC1=CC(=CC=C1)O)C (N-[2-chloro-4-[[[(3-hydroxyphenyl)methyl]amino]carbonyl]-6-methylbenzoyl]-3-(3,5-dihydroxybenzoylamino)-L-alanine). The yield is 13.8%. Reaction SMILES: [Cl:1][C:2]1[CH:27]=[C:26]([C:28]([NH:30][CH2:31][C:32]2[CH:37]=[CH:36][CH:35]=[C:34]([OH:38])[CH:33]=2)=[O:29])[CH:25]=[C:24]([CH3:39])[C:3]=1[C:4]([NH:6][C@H:7]([C:20]([O:22]C)=[O:21])[CH2:8][NH:9][C:10](=[O:19])[C:11]1[CH:16]=[C:15]([OH:17])[CH:14]=[C:13]([OH:18])[CH:12]=1)=[O:5].O.[OH-].[Li+]>O1CCCC1.CO.O>[Cl:1][C:2]1[CH:27]=[C:26]([C:28]([NH:30][CH2:31][C:32]2[CH:37]=[CH:36][CH:35]=[C:34]([OH:38])[CH:33]=2)=[O:29])[CH:25]=[C:24]([CH3:39])[C:3]=1[C:4]([NH:6][C@H:7]([C:20]([OH:22])=[O:21])[CH2:8][NH:9][C:10](=[O:19])[C:11]1[CH:12]=[C:13]([OH:18])[CH:14]=[C:15]([OH:17])[CH:16]=1)=[O:5] |f:1.2.3,4.5|. Reported procedure: A solution of N-[2-chloro-4-[[[(3-hydroxyphenyl)methyl]amino]carbonyl]-6-methylbenzoyl]-3-(3,5-dihydroxybenzoylamino)-L-alanine, methyl ester (790 mg, 0.87 mmol) in tetrahydrofuran/methanol (1:1; 8 mL) was added to a solution of lithium hydroxide monohydrate (183 mg, 4.4 mmol) in water (4 mL). The solution was stirred at room temperature overnight and then the solvents were evaporated. Water (15 mL) was added and the solution was acidified with 3 M HCl. The mixture was extracted with ethyl aceta... Product: C1(CC1)C1=C(C=NC=C1)N1C(N(CC1)C1=NC(=NC=C1)C(F)(F)F)=O (1-(4-cyclopropylpyridin-3-yl)-3-(2-(trifluoromethyl)pyrimidin-4-yl)imidazolidin-2-one). Reaction SMILES: [CH:1]1([C:4]2[CH:9]=[CH:8][N:7]=[CH:6][C:5]=2[N:10]2[CH2:14][CH2:13][NH:12][C:11]2=[O:15])[CH2:3][CH2:2]1.Cl[C:17]1[CH:22]=[CH:21][N:20]=[C:19]([C:23]([F:26])([F:25])[F:24])[N:18]=1.CN[C@@H]1CCCC[C@H]1NC.P([O-])([O-])([O-])=O.[K+].[K+].[K+]>[Cu](I)I.O1CCOCC1>[CH:1]1([C:4]2[CH:9]=[CH:8][N:7]=[CH:6][C:5]=2[N:10]2[CH2:14][CH2:13][N:12]([C:17]3[CH:22]=[CH:21][N:20]=[C:19]([C:23]([F:26])([F:25])[F:24])[N:18]=3)[C:11]2=[O:15])[CH2:3][CH2:2]1 |f:3.4.5.6|. The reagents and catalysts are [Cu](I)I (copper iodide). Reported procedure: Using analogous reagents and reaction conditions as described in Example 1 above, 1-(4-cyclopropylpyridin-3-yl)imidazolidin-2-one (I-1d: 100 mg, 0.492 mmol) was reacted with 4-chloro-2-(trifluoromethyl)pyrimidine (108 mg, 0.591 mmol), 1,4-dioxane (5 mL), copper iodide (9.3 mg, 0.049 mmol), trans-N,N′-dimethylcyclohexane-1,2-diamine (6.9 mg, 0.049 mmol) and potassium phosphate (313 mg, 1.47 mmol) to afford the crude product. Purification by column chromatography on silica gel (1% methanol in CHCl... The reactants are C1(CC1)C1=C(C=NC=C1)N1C(NCC1)=O (1-(4-cyclopropylpyridin-3-yl)imidazolidin-2-one), ClC1=NC(=NC=C1)C(F)(F)F (4-chloro-2-(trifluoromethyl)pyrimidine), CN[C@H]1[C@@H](CCCC1)NC (trans-N,N′-dimethylcyclohexane-1,2-diamine), P(=O)([O-])([O-])[O-].[K+].[K+].[K+] (potassium phosphate). Run in O1CCOCC1 (1,4-dioxane). Isolated yield 11.6%. The reactants are C1(=CC=CC=C1)S(=O)Cl (PhSOCl), [OH-].[Na+] (NaOH), NC(C(=O)O)CCCCCCCC1=NC=2NCCCC2C=C1 (2-Amino-9-(5,6,7,8-tetrahydro-[1,8]naphthyridin-2-yl)-nonanoic acid), [OH-].[Na+] (NaOH), Cl (HCl). Solvent: O1CCOCC1 (dioxane), O.O1CCOCC1 (H2O dioxane). Run at time 15 minute. Yields the product C1(=CC=CC=C1)S(=O)(=O)N[C@H](C(=O)O)CCCCCCCC1=NC=2NCCCC2C=C1 (2(S)-(Benzenesulfonylamino)-9-(5,6,7,8-tetrahydro-[1,8]naphthyridin-2-yl)-nonanoic acid). RXN SMILES: [NH2:1][CH:2]([CH2:6][CH2:7][CH2:8][CH2:9][CH2:10][CH2:11][CH2:12][C:13]1[CH:22]=[CH:21][C:20]2[CH2:19][CH2:18][CH2:17][NH:16][C:15]=2[N:14]=1)[C:3]([OH:5])=[O:4].[OH-:23].[Na+].[C:25]1([S:31](Cl)=[O:32])[CH:30]=[CH:29][CH:28]=[CH:27][CH:26]=1.Cl>O.O1CCOCC1.O1CCOCC1>[C:25]1([S:31]([NH:1][C@@H:2]([CH2:6][CH2:7][CH2:8][CH2:9][CH2:10][CH2:11][CH2:12][C:13]2[CH:22]=[CH:21][C:20]3[CH2:19][CH2:18][CH2:17][NH:16][C:15]=3[N:14]=2)[C:3]([OH:5])=[O:4])(=[O:32])=[O:23])[CH:30]=[CH:29][CH:28]=[CH:27][CH:26]=1 |f:1.2,5.6|. Procedure: A solution of 13-9 (0.27 g, 0.88 mmol) in H2O/dioxane (2:1, 4.4 mL) was cooled to 0° C. and then treated dropwise with 1N NaOH to attained a pH of 10.5. The reaction mixture was then treated with with PhSOCl (0.23 g, 1.3 mmol) in dioxane (750 μL) while maintaining a pH of 10.5 by adding 1N NaOH. After 15 min, the pH was adjusted to 7 with 1N HCl to effect a white precipitate. The precipitate was collected by filtration and triturated with EtOAc and then ether to give 13-10 as a colorless solid. Starting materials: C1COCCO1, COc1cc([N+](=O)[O-])c(NC(C)=O)cc1Cl, Cl. Reaction SMILES: [CH2:17]1[O:18][CH2:19][CH2:20][O:21][CH2:22]1.[Cl:1][c:2]1[c:3]([O:15][CH3:16])[cH:4][c:5]([N+:12](=[O:13])[O-:14])[c:6]([NH:8][C:9](=[O:10])[CH3:11])[cH:7]1.[ClH:23]>>[Cl:1][c:2]1[c:3]([O:15][CH3:16])[cH:4][c:5]([N+:12](=[O:13])[O-:14])[c:6]([NH2:8])[cH:7]1. The product is COc1cc([N+](=O)[O-])c(N)cc1Cl. The reactants are CN(C)CCCN1CCN(c2ccc([N+](=O)[O-])cc2)CC1, CO. Product: CN(C)CCCN1CCN(c2ccc(N)cc2)CC1. As a reaction SMILES: [CH3:1][N:2]([CH2:3][CH2:4][CH2:5][N:6]1[CH2:7][CH2:8][N:9]([c:12]2[cH:13][cH:14][c:15]([N+:18]([O-:19])=[O:20])[cH:16][cH:17]2)[CH2:10][CH2:11]1)[CH3:21].[CH3:22][OH:23]>>[CH3:1][N:2]([CH2:3][CH2:4][CH2:5][N:6]1[CH2:7][CH2:8][N:9]([c:12]2[cH:13][cH:14][c:15]([NH2:18])[cH:16][cH:17]2)[CH2:10][CH2:11]1)[CH3:21]. Reactants: CCOC(C)=O, CO, COC(=O)c1cccc(C=O)c1, Cl, [Na+], [OH-]. Product: O=Cc1cccc(C(=O)O)c1. RXN SMILES: [CH3:15][CH2:16][O:17][C:18](=[O:19])[CH3:20].[CH3:22][OH:23].[CH:1](=[O:2])[c:3]1[cH:4][c:5]([C:6](=[O:7])[O:8][CH3:9])[cH:10][cH:11][cH:12]1.[ClH:21].[Na+:14].[OH-:13]>>[CH:1](=[O:2])[c:3]1[cH:4][c:5]([C:6](=[O:7])[OH:8])[cH:10][cH:11][cH:12]1. Reactants: CCOC(=O)c1cn(CC)c2sc(C=O)cc2c1=O, CCO, Cl, NO, [Na+], [OH-]. The product is CCOC(=O)c1cn(CC)c2sc(C=NO)cc2c1=O. As a reaction SMILES: [CH2:1]([CH3:2])[O:3][C:4](=[O:5])[c:6]1[c:7](=[O:19])[c:8]2[c:9]([n:10]([CH2:12][CH3:13])[cH:11]1)[s:14][c:15]([CH:17]=[O:18])[cH:16]2.[CH3:25][CH2:26][OH:27].[ClH:20].[NH2:21][OH:22].[Na+:24].[OH-:23]>>[CH2:1]([CH3:2])[O:3][C:4](=[O:5])[c:6]1[c:7](=[O:19])[c:8]2[c:9]([n:10]([CH2:12][CH3:13])[cH:11]1)[s:14][c:15]([CH:17]=[N:21][OH:22])[cH:16]2. Starting materials: NC1=C(NC2=CC(=CC=C12)Cl)C(=O)C1=NC=CC(=C1)C (3-amino-6-chloro-2-(4-methylpyridine-2-carbonyl)indole), C(C)(=O)OC(C(=O)Cl)(C)C (2-acetoxyisobutyryl chloride). The product is C(C)(=O)OC(C(=O)NC1=C(NC2=CC(=CC=C12)Cl)C(=O)C1=NC=CC(=C1)C)(C)C (3-(2-Acetoxyisobutyrylamino)-6-chloro-2-(4-methylpyridine-2-carbonyl)indole). As a reaction SMILES: [NH2:1][C:2]1[C:10]2[C:5](=[CH:6][C:7]([Cl:11])=[CH:8][CH:9]=2)[NH:4][C:3]=1[C:12]([C:14]1[CH:19]=[C:18]([CH3:20])[CH:17]=[CH:16][N:15]=1)=[O:13].[C:21]([O:24][C:25]([CH3:30])([CH3:29])[C:26](Cl)=[O:27])(=[O:23])[CH3:22]>>[C:21]([O:24][C:25]([CH3:30])([CH3:29])[C:26]([NH:1][C:2]1[C:10]2[C:5](=[CH:6][C:7]([Cl:11])=[CH:8][CH:9]=2)[NH:4][C:3]=1[C:12]([C:14]1[CH:19]=[C:18]([CH3:20])[CH:17]=[CH:16][N:15]=1)=[O:13])=[O:27])(=[O:23])[CH3:22]. Procedure: The title compound was prepared according to the procedure described in Example 19 employing 3-amino-6-chloro-2-(4-methylpyridine-2-carbonyl)indole (Example 70) and 2-acetoxyisobutyryl chloride. m.p.: 222-223° C. Reactants: CCOC(=O)c1cccc(NC(=O)c2c(COC34CC5CC(CC(C5)C3)C4)nn(-c3ccccc3C)c2O)c1, [K+], [K+], [OH-], O=S(=O)([O-])O. The product is Cc1ccccc1-n1nc(COC23CC4CC(CC(C4)C2)C3)c(C(=O)Nc2cccc(C(=O)O)c2)c1O. Reaction SMILES: [CH2:1]([CH3:2])[O:3][C:4]([c:5]1[cH:6][c:7]([NH:11][C:12](=[O:13])[c:14]2[c:15]([CH2:27][O:28][C:29]34[CH2:30][CH:31]5[CH2:32][CH:33]([CH2:34][CH:35]([CH2:36]3)[CH2:37]5)[CH2:38]4)[n:16][n:17](-[c:20]3[c:21]([CH3:26])[cH:22][cH:23][cH:24][cH:25]3)[c:18]2[OH:19])[cH:8][cH:9][cH:10]1)=[O:39].[K+:41].[K+:47].[OH-:40].[S:42](=[O:43])(=[O:44])([OH:45])[O-:46]>>[O:3]=[C:4]([c:5]1[cH:6][c:7]([NH:11][C:12](=[O:13])[c:14]2[c:15]([CH2:27][O:28][C:29]34[CH2:30][CH:31]5[CH2:32][CH:33]([CH2:34][CH:35]([CH2:36]3)[CH2:37]5)[CH2:38]4)[n:16][n:17](-[c:20]3[c:21]([CH3:26])[cH:22][cH:23][cH:24][cH:25]3)[c:18]2[OH:19])[cH:8][cH:9][cH:10]1)[OH:39]. Starting materials: COC1(SC(=C(NC1=O)C)C=1SC=CN1)OC (2,2-dimethoxy-5-methyl-6-(2-thiazolyl)-2H-1,4-thiazin-3-(4H)-one), Cl (hydrochloric acid), [Na] (sodium). Conditions: time 6 hour. Product: CC=1N=C(SC1C=1SC=CN1)C(=O)OC (methyl 4-methyl-5-(2-thiazolyl)-thiazole-2-carboxylate). Yield: 82.2%. As a reaction SMILES: [CH3:1][O:2][C:3]1([O:16]C)[C:8](=O)[NH:7][C:6]([CH3:10])=[C:5]([C:11]2[S:12][CH:13]=[CH:14][N:15]=2)[S:4]1.Cl.[Na]>>[CH3:10][C:6]1[N:7]=[C:8]([C:3]([O:2][CH3:1])=[O:16])[S:4][C:5]=1[C:11]1[S:12][CH:13]=[CH:14][N:15]=1 |^1:18|. Procedure: A mixture of 2,2-dimethoxy-5-methyl-6-(2-thiazolyl)-2H-1,4-thiazin-3-(4H)-one (80 mg) and 2N hydrochloric acid solution (2 ml) was stirred at room temperature for 6 hours. Then the mixture was neutralized with saturated sodium bicarbonated aqueous solution and the resulting precipitates were collected to give methyl 4-methyl-5-(2-thiazolyl)-thiazole-2-carboxylate (58 mg, yield 82.2%) as colorless powder.